This data is from the Open Reaction Database (ORD), a public repository of structured organic reaction records. The task is: describe an organic reaction: reactants, conditions, products, and yield Reactants: [Si](C)(C)(C(C)(C)C)O[C@H](CN1C[C@H](CCC1)CC(=O)OCC)C1=CC=C(C=C1)/C(/N)=N/O (ethyl 2-((R)-1-((S)-2-(tert-butyldimethylsilyloxy)-2-(4-((Z)—N′-hydroxycarbamimidoyl)phenyl)ethyl)piperidin-3-yl)acetate), CCCC[N+](CCCC)(CCCC)CCCC.[F-] (TBAF), C1(=CC=CC=C1)C=1C=C(SC1C(F)(F)F)C(=O)O (4-phenyl-5-(trifluoromethyl)thiophene-2-carboxylic acid), C(C(=O)Cl)(=O)Cl (oxalyl chloride), C(C)(C)N(CC)C(C)C (diisopropylethylamine). Run in CN(C)C=O (DMF), C1CCOC1 (THF), C(Cl)Cl (DCM). Conditions: temperature 60 celsius, time 1 hour. Product: O[C@H](CN1C[C@H](CCC1)CC(=O)O)C1=CC=C(C=C1)C1=NOC(=N1)C=1SC(=C(C1)C1=CC=CC=C1)C(F)(F)F (2-((R)-1-((S)-2-hydroxy-2-(4-(5-(4-phenyl-5-(trifluoromethyl)thiophen-2-yl)-1,2,4-oxadiazol-3-yl)phenyl)ethyl)piperidin-3-yl)acetic acid). Isolated yield 69.7%. Reaction SMILES: [C:1]1([C:7]2[CH:8]=[C:9]([C:16]([OH:18])=O)[S:10][C:11]=2[C:12]([F:15])([F:14])[F:13])[CH:6]=[CH:5][CH:4]=[CH:3][CH:2]=1.C(Cl)(=O)C(Cl)=O.C(N(C(C)C)CC)(C)C.[Si]([O:41][C@@H:42]([C:56]1[CH:61]=[CH:60][C:59](/[C:62](=[N:64]/O)/[NH2:63])=[CH:58][CH:57]=1)[CH2:43][N:44]1[CH2:49][CH2:48][CH2:47][C@H:46]([CH2:50][C:51]([O:53]CC)=[O:52])[CH2:45]1)(C(C)(C)C)(C)C.CCCC[N+](CCCC)(CCCC)CCCC.[F-]>C(Cl)Cl.C1COCC1.CN(C=O)C>[OH:41][C@@H:42]([C:56]1[CH:61]=[CH:60][C:59]([C:62]2[N:64]=[C:16]([C:9]3[S:10][C:11]([C:12]([F:13])([F:14])[F:15])=[C:7]([C:1]4[CH:2]=[CH:3][CH:4]=[CH:5][CH:6]=4)[CH:8]=3)[O:18][N:63]=2)=[CH:58][CH:57]=1)[CH2:43][N:44]1[CH2:49][CH2:48][CH2:47][C@H:46]([CH2:50][C:51]([OH:53])=[O:52])[CH2:45]1 |f:4.5|. Reported procedure: To a solution of commercially available 4-phenyl-5-(trifluoromethyl)thiophene-2-carboxylic acid (44.0 mg, 0.162 mmol) in DCM (4 mL) was added oxalyl chloride (45 μL, 0.514 mmol) followed by a drop of DMF. The solution bubbled. After 1 h, diisopropylethylamine (45 μL, 0.258 mmol) was added followed by ethyl 2-((R)-1-((S)-2-(tert-butyldimethylsilyloxy)-2-(4-((Z)—N′-hydroxycarbamimidoyl)phenyl)ethyl)piperidin-3-yl)acetate (50.0 mg, 0.108 mmol) in THF (2 mL). The reaction mixture was stirred overnig... Reactants: ClC1=CC=C(C=N1)C(=O)N (6-chloro-3-pyridinecarboxamide), NC=1SC(=C(C1C(=O)OCC)C)C (2-amino-4,5-dimethyl-3-thiophenecarboxylic acid, ethyl ester). Yields the product CC1=C(C2=C(N=C3N(C2=O)C=C(C=C3)C(=O)N)S1)C (2,3-dimethyl-4-oxo-4H-pyrido[1,2-a]thieno[2,3-d]pyrimidine-7-carboxamide). As a reaction SMILES: Cl[C:2]1[N:7]=[CH:6][C:5]([C:8]([NH2:10])=[O:9])=[CH:4][CH:3]=1.[NH2:11][C:12]1[S:13][C:14]([CH3:23])=[C:15]([CH3:22])[C:16]=1[C:17](OCC)=[O:18]>>[CH3:23][C:14]1[S:13][C:12]2[N:11]=[C:2]3[CH:3]=[CH:4][C:5]([C:8]([NH2:10])=[O:9])=[CH:6][N:7]3[C:17](=[O:18])[C:16]=2[C:15]=1[CH3:22]. Reported procedure: From 6.0 g (0.038 mol) of 6-chloro-3-pyridinecarboxamide (Aldrich Chemical Company) and 8.0 g (0.040 mol) of 2-amino-4,5-dimethyl-3-thiophenecarboxylic acid, ethyl ester (Chemische Berichte, Vol. 99, pages 94-100, 1966), following the procedure of Example 22, there is obtained 2,3-dimethyl-4-oxo-4H-pyrido[1,2-a]thieno[2,3-d]pyrimidine-7-carboxamide; mp 361°-363° C. after recrystallization from pyridine. Reactants: O=C1N(CC1)CC(=O)OCC (ethyl α-(2-oxo-1-azetidinyl)acetate), [OH-].[Na+] (sodium hydroxide), Cl (hydrochloric acid). The solvent is CO (methanol). Product: O=C1N(CC1)CC(=O)O (α-(2-oxo-1-azetidinyl)acetic acid). Yield: 80.3%. As a reaction SMILES: [O:1]=[C:2]1[CH2:5][CH2:4][N:3]1[CH2:6][C:7]([O:9]CC)=[O:8].[OH-].[Na+].Cl>CO>[O:1]=[C:2]1[CH2:5][CH2:4][N:3]1[CH2:6][C:7]([OH:9])=[O:8] |f:1.2|. Procedure details: In 28 ml of methanol was dissolved 1.44 g of ethyl α-(2-oxo-1-azetidinyl)acetate (19) and 10 ml of a 1N sodium hydroxide aqueous solution was dropwise added to the solution under ice cooling. The mixture was reacted at 10° to 15° C. for 1 hour. The reaction solution was ice-cooled and 10 ml of 1N-hydrochloric acid was added thereto. Methanol was removed by distillation under reduced pressure. After the remaining aqueous solution was saturated with sodium chloride, the mixture was extracted 3 tim... Reactants: N1N=C(C2=CC=CC=C12)/C=C/C1=C(C(=C(OCC(=O)OC)C=C1)OC)[N+](=O)[O-] (methyl (E)-{4-[2-(1H-indazol-3-yl)vinyl]-2-methoxy-3-nitrophenoxy}acetate), [OH-].[Na+] (sodium hydroxide), Cl (hydrochloric acid). Run in CO (methanol). Run at temperature 60 celsius, time 1 hour. Product: N1N=C(C2=CC=CC=C12)/C=C/C1=C(C(=C(OCC(=O)O)C=C1)OC)[N+](=O)[O-] ((E)-{4-[2-(1H-indazol-3-yl)vinyl]-2-methoxy-3-nitrophenoxy}acetic acid). Isolated yield 100.0%. Reaction SMILES: [NH:1]1[C:9]2[C:4](=[CH:5][CH:6]=[CH:7][CH:8]=2)[C:3](/[CH:10]=[CH:11]/[C:12]2[CH:23]=[CH:22][C:15]([O:16][CH2:17][C:18]([O:20]C)=[O:19])=[C:14]([O:24][CH3:25])[C:13]=2[N+:26]([O-:28])=[O:27])=[N:2]1.[OH-].[Na+].Cl>CO>[NH:1]1[C:9]2[C:4](=[CH:5][CH:6]=[CH:7][CH:8]=2)[C:3](/[CH:10]=[CH:11]/[C:12]2[CH:23]=[CH:22][C:15]([O:16][CH2:17][C:18]([OH:20])=[O:19])=[C:14]([O:24][CH3:25])[C:13]=2[N+:26]([O-:28])=[O:27])=[N:2]1 |f:1.2|. Procedure: A solution of methyl (E)-{4-[2-(1H-indazol-3-yl)vinyl]-2-methoxy-3-nitrophenoxy}acetate obtained in Step 2 in methanol (20 mL) was added with 2 mol/L aqueous sodium hydroxide solution (10 mL) and stirred at 60° C. for 1 hour. To the reaction mixture under ice-cooling, 2 mol/L hydrochloric acid was added to neutralize the mixture. The precipitated solid was collected by filtration to obtain (E)-{4-[2-(1H-indazol-3-yl)vinyl]-2-methoxy-3-nitrophenoxy}acetic acid (1.9 g, 100%). Reactants: CCO, CN(C)CC1COc2ccccc2C1=O, NN, O, O. Product: c1ccc2c(c1)OCC1CNN=C21. RXN SMILES: [CH3:20][CH2:21][OH:22].[CH3:4][N:5]([CH2:7][CH:8]1[CH2:9][O:10][c:11]2[cH:12][cH:13][cH:14][cH:15][c:16]2[C:17]1=[O:6])[CH3:18].[NH2:2][NH2:3].[OH2:19].[OH2:1]>>[N:2]1=[C:17]2[CH:8]([CH2:7][NH:5]1)[CH2:9][O:10][c:11]1[cH:12][cH:13][cH:14][cH:15][c:16]12.